From a dataset of the Open Reaction Database (ORD), a public repository of structured organic reaction records. describe an organic reaction: reactants, conditions, products, and yield Starting materials: ClC=1C=NC=2N(C1)N=C(C2)C(=O)O (6-chloro-pyrazolo[1,5-a]pyrimidine-2-carboxylic acid), C(C)(C)C1NCCC2=CC=CC=C12 (1-Isopropyl-1,2,3,4-tetrahydro-isoquinoline). The product is ClC=1C=NC=2N(C1)N=C(C2)C(=O)N2C(C1=CC=CC=C1CC2)C(C)C ((6-Chloro-pyrazolo[1,5-a]pyrimidin-2-yl)-(1-isopropyl-3,4-dihydro-1H-isoquinolin-2-yl)-methanone). RXN SMILES: [Cl:1][C:2]1[CH:3]=[N:4][C:5]2[N:6]([N:8]=[C:9]([C:11]([OH:13])=O)[CH:10]=2)[CH:7]=1.[CH:14]([CH:17]1[C:26]2[C:21](=[CH:22][CH:23]=[CH:24][CH:25]=2)[CH2:20][CH2:19][NH:18]1)([CH3:16])[CH3:15]>>[Cl:1][C:2]1[CH:3]=[N:4][C:5]2[N:6]([N:8]=[C:9]([C:11]([N:18]3[CH2:19][CH2:20][C:21]4[C:26](=[CH:25][CH:24]=[CH:23][CH:22]=4)[CH:17]3[CH:14]([CH3:16])[CH3:15])=[O:13])[CH:10]=2)[CH:7]=1. Reported procedure: In close analogy to the procedure described in Example 1, 6-chloro-pyrazolo[1,5-a]pyrimidine-2-carboxylic acid is reacted with 1-Isopropyl-1,2,3,4-tetrahydro-isoquinoline to provide the title compound in moderate yield.